This data is from the Open Reaction Database (ORD), a public repository of structured organic reaction records. The task is: describe an organic reaction: reactants, conditions, products, and yield Starting materials: O=C1OC(=O)C2=C1CCCC2, CC(=O)O, Nc1ccc(Cl)cc1F. Product: O=C1C2=C(CCCC2)C(=O)N1c1ccc(Cl)cc1F. RXN SMILES: [C:1]1(=[O:11])[C:2]2=[C:3]([C:4](=[O:5])[O:6]1)[CH2:7][CH2:8][CH2:9][CH2:10]2.[CH3:21][C:22](=[O:23])[OH:24].[Cl:12][c:13]1[cH:14][c:15]([F:20])[c:16]([NH2:17])[cH:18][cH:19]1>>[C:1]1(=[O:11])[C:2]2=[C:3]([C:4](=[O:6])[N:17]1[c:16]1[c:15]([F:20])[cH:14][c:13]([Cl:12])[cH:19][cH:18]1)[CH2:7][CH2:8][CH2:9][CH2:10]2. Reactants: O (water), C(C)(C)N (isopropylamine), C([O-])([O-])=O.[K+].[K+] (potassium carbonate), ICCCOC1=C(C=C(C=C1)C1=CC=C(C=C1)C(=O)OCC)C1=CC=2C(CCC(C2C=C1)(C)C)(C)C (ethyl 4′-(3-iodopropoxy)-3′-(5,5,8,8-tetramethyl-5,6,7,8-tetrahydronaphth-2-yl)biphenyl-4-carboxylate). The solvent is C(C)#N (acetonitrile). Yields the product C(C)(C)NCCCOC1=C(C=C(C=C1)C1=CC=C(C=C1)C(=O)OCC)C1=CC=2C(CCC(C2C=C1)(C)C)(C)C (ethyl 4′-(3-isopropylaminopropoxy)-3′-(5,5,8,8-tetramethyl-5,6,7,8-tetrahydronaphth-2-yl)biphenyl-4-carboxylate), solid. Yield: 30.0%. Reaction SMILES: [CH:1]([NH2:4])([CH3:3])[CH3:2].C(=O)([O-])[O-].[K+].[K+].I[CH2:12][CH2:13][CH2:14][O:15][C:16]1[CH:21]=[CH:20][C:19]([C:22]2[CH:27]=[CH:26][C:25]([C:28]([O:30][CH2:31][CH3:32])=[O:29])=[CH:24][CH:23]=2)=[CH:18][C:17]=1[C:33]1[CH:42]=[CH:41][C:40]2[C:39]([CH3:44])([CH3:43])[CH2:38][CH2:37][C:36]([CH3:46])([CH3:45])[C:35]=2[CH:34]=1.O>C(#N)C>[CH:1]([NH:4][CH2:12][CH2:13][CH2:14][O:15][C:16]1[CH:21]=[CH:20][C:19]([C:22]2[CH:23]=[CH:24][C:25]([C:28]([O:30][CH2:31][CH3:32])=[O:29])=[CH:26][CH:27]=2)=[CH:18][C:17]=1[C:33]1[CH:42]=[CH:41][C:40]2[C:39]([CH3:44])([CH3:43])[CH2:38][CH2:37][C:36]([CH3:46])([CH3:45])[C:35]=2[CH:34]=1)([CH3:3])[CH3:2] |f:1.2.3|. Procedure: 430 μl (5 mmol) of isopropylamine and 420 mg (3 mmol) of potassium carbonate are added to a solution of 600 mg (1 mmol) of ethyl 4′-(3-iodopropoxy)-3′-(5,5,8,8-tetramethyl-5,6,7,8-tetrahydronaphth-2-yl)biphenyl-4-carboxylate in 50 ml of acetonitrile. The reaction mixture is stirred at reflux overnight. The reaction is stopped by adding water and is then extracted with ethyl acetate. The organic phases are combined and dried over sodium sulfate. The solvents are evaporated off and the residue is ... Reactants: C(C1=CC=CC=C1)ONC(C1=CN=CC=C1)=O (N-(benzyloxy)nicotinamide), S(=O)(Cl)Cl (thionyl chloride). Product: Cl.C(C1=CC=CC=C1)ON=C(C=1C=NC=CC1)Cl (N-benzyloxy-3-pyridinecarboximidoyl chloride hydrochloride). Yield: 62.0%. Reaction SMILES: [CH2:1]([O:8][NH:9][C:10](=O)[C:11]1[CH:16]=[CH:15][CH:14]=[N:13][CH:12]=1)[C:2]1[CH:7]=[CH:6][CH:5]=[CH:4][CH:3]=1.S(Cl)([Cl:20])=O>>[ClH:20].[CH2:1]([O:8][N:9]=[C:10]([Cl:20])[C:11]1[CH:12]=[N:13][CH:14]=[CH:15][CH:16]=1)[C:2]1[CH:7]=[CH:6][CH:5]=[CH:4][CH:3]=1 |f:2.3|. Procedure details: 2.38 g (10 mmoles) of N-(benzyloxy)nicotinamide (Beilstein 22/V, page 120) are boiled under reflux in 20 ml of thionyl chloride for 2 hours. After distilling off the excess thionyl chloride, the residue is crystallized from isopropanol to give 1.75 g (62%) of the desired product, the physical characteristics of which are identical to those of the product prepared by method A). Reactants: O=C([O-])O, O=c1[nH]cnc2c1CCN(Cc1ccccc1)C2, Cc1ccccc1, CCOC(C)=O, CCN(C(C)C)C(C)C, [Na+], O, O=P(Cl)(Cl)Cl. Yields the product Clc1ncnc2c1CCN(Cc1ccccc1)C2. As a reaction SMILES: [C:33](=[O:34])([OH:35])[O-:36].[CH2:1]([c:2]1[cH:3][cH:4][cH:5][cH:6][cH:7]1)[N:8]1[CH2:9][c:10]2[n:11][cH:12][nH:13][c:14](=[O:18])[c:15]2[CH2:16][CH2:17]1.[CH3:38][c:39]1[cH:40][cH:41][cH:42][cH:43][cH:44]1.[CH3:46][CH2:47][O:48][C:49](=[O:50])[CH3:51].[CH:19]([N:20]([CH2:21][CH3:22])[CH:23]([CH3:24])[CH3:25])([CH3:26])[CH3:27].[Na+:37].[OH2:45].[P:28]([Cl:29])([Cl:30])([Cl:31])=[O:32]>>[CH2:1]([c:2]1[cH:3][cH:4][cH:5][cH:6][cH:7]1)[N:8]1[CH2:9][c:10]2[n:11][cH:12][n:13][c:14]([Cl:30])[c:15]2[CH2:16][CH2:17]1. Reactants: C1(=CC=CC=C1)C=1NC=C(N1)C=O (2-phenyl-1H-imidazole-4-carbaldehyde), [H-].[Na+] (sodium hydride), O (Water), ClC1=NC=CC=N1 (2-Chloropyrimidine). The solvent is CN(C=O)C (dimethylformamide). Run at time 30 minute. The product is C1(=CC=CC=C1)C=1N(C=C(N1)C=O)C1=NC=CC=N1 (2-phenyl-1-pyrimidin-2-yl-1H-imidazole-4-carbaldehyde). The yield is 15.7%. RXN SMILES: [C:1]1([C:7]2[NH:8][CH:9]=[C:10]([CH:12]=[O:13])[N:11]=2)[CH:6]=[CH:5][CH:4]=[CH:3][CH:2]=1.[H-].[Na+].Cl[C:17]1[N:22]=[CH:21][CH:20]=[CH:19][N:18]=1.O>CN(C)C=O>[C:1]1([C:7]2[N:8]([C:17]3[N:22]=[CH:21][CH:20]=[CH:19][N:18]=3)[CH:9]=[C:10]([CH:12]=[O:13])[N:11]=2)[CH:2]=[CH:3][CH:4]=[CH:5][CH:6]=1 |f:1.2|. Reported procedure: To a solution of 2-phenyl-1H-imidazole-4-carbaldehyde (700 mg) in dimethylformamide (30 mL) was added sodium hydride (60% in oil, 180 mg) at room temperature and the mixture was stirred for 30 min. 2-Chloropyrimidine (489 mg) was further added and the mixture was stirred for 15 hr. Water was added to the reaction mixture, and the mixture was extracted with ethyl acetate. The extract was washed with saturated brine, dried over anhydrous magnesium sulfate, and concentrated under reduced pressure. ... The reactants are F[B-](F)(F)F, CN(C)C=O, O=C(O)c1cc2cc(C(=O)N3CCN(C4CCCC4)CC3)ccc2[nH]1, CC(C)C1CCCN1, CCN(C(C)C)C(C)C, Cl, CN(C)C(On1nnc2ccccc21)=[N+](C)C. Yields the product CC(C)C1CCCN1C(=O)c1cc2cc(C(=O)N3CCN(C4CCCC4)CC3)ccc2[nH]1. Reaction SMILES: [B-:27]([F:28])([F:29])([F:30])[F:31].[CH3:66][N:67]([CH3:68])[CH:69]=[O:70].[CH:1]1([N:6]2[CH2:7][CH2:8][N:9]([C:12](=[O:13])[c:14]3[cH:15][c:16]4[cH:17][c:18]([C:23](=[O:24])[OH:25])[nH:19][c:20]4[cH:21][cH:22]3)[CH2:10][CH2:11]2)[CH2:2][CH2:3][CH2:4][CH2:5]1.[CH:49]([CH3:50])([CH3:51])[CH:52]1[NH:53][CH2:54][CH2:55][CH2:56]1.[CH:57]([N:58]([CH2:59][CH3:60])[CH:61]([CH3:62])[CH3:63])([CH3:64])[CH3:65].[ClH:26].[n:32]1([O:33][C:34]([N:35]([CH3:36])[CH3:37])=[N+:38]([CH3:39])[CH3:40])[c:41]2[cH:42][cH:43][cH:44][cH:45][c:46]2[n:47][n:48]1>>[CH:1]1([N:6]2[CH2:7][CH2:8][N:9]([C:12](=[O:13])[c:14]3[cH:15][c:16]4[cH:17][c:18]([C:23](=[O:24])[N:53]5[CH:52]([CH:49]([CH3:50])[CH3:51])[CH2:56][CH2:55][CH2:54]5)[nH:19][c:20]4[cH:21][cH:22]3)[CH2:10][CH2:11]2)[CH2:2][CH2:3][CH2:4][CH2:5]1. Starting materials: CC(=O)O, Cc1nc2c([N+](=O)[O-])ccc(C#N)c2o1, CCOC(C)=O, [Fe]. Product: Cc1nc2c(N)ccc(C#N)c2o1. RXN SMILES: [C:16]([OH:17])(=[O:18])[CH3:19].[CH3:1][c:2]1[o:3][c:4]2[c:5]([n:6]1)[c:7]([N+:13]([O-:14])=[O:15])[cH:8][cH:9][c:10]2[C:11]#[N:12].[CH3:20][CH2:21][O:22][C:23]([CH3:24])=[O:25].[Fe:26]>>[CH3:1][c:2]1[o:3][c:4]2[c:5]([n:6]1)[c:7]([NH2:13])[cH:8][cH:9][c:10]2[C:11]#[N:12]. Starting materials: diazonium salt, cuprous chloride, Cl (hydrochloric acid), NC1=C(C=NN1C)C(=O)OCC (ethyl 5-amino-1-methylpyrazole-4-carboxylate), Cl (hydrochloric acid), N(=O)[O-].[Na+] (sodium nitrite), 2l, ice water, diazonium salt. Solvent: C(C)(=O)O (acetic acid), P(O)(O)(O)=O (phosphoric acid), O (water). Reaction conditions: time 35 minute. Yields the product ClC1=C(C=NN1C)C(=O)OCC (Ethyl 5-chloro-1-methylpyrazole-4-carboxylate). Isolated yield 44.3%. As a reaction SMILES: N[C:2]1[N:6]([CH3:7])[N:5]=[CH:4][C:3]=1[C:8]([O:10][CH2:11][CH3:12])=[O:9].N([O-])=O.[Na+].[ClH:17]>C(O)(=O)C.P(=O)(O)(O)O.O>[Cl:17][C:2]1[N:6]([CH3:7])[N:5]=[CH:4][C:3]=1[C:8]([O:10][CH2:11][CH3:12])=[O:9] |f:1.2|. Reported procedure: 23.7 g of ethyl 5-amino-1-methylpyrazole-4-carboxylate is dissolved in a mixture of 50 ml of concentrated hydrochloric acid, 34 ml of acetic acid and 28 ml of phosphoric acid. A solution of 10 g of sodium nitrite in 25 ml of water is added dropwise to the solution while cooling at -4° C. to -6° C. and stirring over a period of 35 minutes to prepare the diazonium salt solution. While cooling at 3° C. to 4° C., the diazonium salt solution is added dropwise to 140 ml of concentrated hydrochloric ac... Starting materials: BrC1=NNC(=C1[N+](=O)[O-])Br (3,5-dibromo-4-nitropyrazole), [H-].[Na+] (NaH), CCCCCC (hexane), BrCCO (2-bromoethanol). Solvent: CN(C)C=O (DMF), CN(C)C=O (DMF), CN(C)C=O (DMF). Reaction conditions: temperature 80 celsius, time 10 minute. Yields the product BrC1=NN(C(=C1[N+](=O)[O-])Br)CCO (2-(3,5-dibromo-4-nitropyrazol-1-yl)ethanol), solid. Yield: 22.0%. Reaction SMILES: [Br:1][C:2]1[C:6]([N+:7]([O-:9])=[O:8])=[C:5]([Br:10])[NH:4][N:3]=1.[H-].[Na+].CCCCCC.Br[CH2:20][CH2:21][OH:22]>CN(C=O)C>[Br:1][C:2]1[C:6]([N+:7]([O-:9])=[O:8])=[C:5]([Br:10])[N:4]([CH2:20][CH2:21][OH:22])[N:3]=1 |f:1.2|. Procedure: A solution of 3,5-dibromo-4-nitropyrazole (2) (11.0 g, 41 mmol) in DMF (52 ml) was added dropwise over 20 min to a stirred solution of NaH (1.76 g, 46 mmol; 60% dispersion in oil, prewashed with hexane under an inert atmosphere) in DMF (88 ml). After stirring for 10 minutes, a solution of 2-bromoethanol (6.4 g, 49 mmol) in DMF (14 ml) was added dropwise over 10 minutes. The reaction mixture was heated to 80° C. for 2 hours and then the DMF was evaporated off under reduced pressure. A mixture of ... The reactants are COC1=C(CN2C(C3=C(C=4C=CC(=CC24)C=2C(=NC=CC2C)OC)N(N=C3)C3CCOCC3)=O)C=CC(=C1)OC (5-(2,4-dimethoxybenzyl)-7-(2-methoxy-4-methylpyridin-3-yl)-1-(tetrahydro-2H-pyran-4-yl)-1H-pyrazolo[4,3-c]quinolin-4(5H)-one). The solvent is C(=O)(C(F)(F)F)O (TFA). Run at temperature 65 celsius, time 2 hour. Product: COC1=NC=CC(=C1C=1C=CC=2C3=C(C(NC2C1)=O)C=NN3C3CCOCC3)C (7-(2-methoxy-4-methylpyridin-3-yl)-1-(tetrahydro-2H-pyran-4-yl)-1H-pyrazolo[4,3-c]quinolin-4(5H)-one). The yield is 53.3%. RXN SMILES: COC1C=C(OC)C=CC=1C[N:6]1[C:15]2[CH:14]=[C:13]([C:16]3[C:17]([O:23][CH3:24])=[N:18][CH:19]=[CH:20][C:21]=3[CH3:22])[CH:12]=[CH:11][C:10]=2[C:9]2[N:25]([CH:28]3[CH2:33][CH2:32][O:31][CH2:30][CH2:29]3)[N:26]=[CH:27][C:8]=2[C:7]1=[O:34]>C(O)(C(F)(F)F)=O>[CH3:24][O:23][C:17]1[C:16]([C:13]2[CH:12]=[CH:11][C:10]3[C:9]4[N:25]([CH:28]5[CH2:33][CH2:32][O:31][CH2:30][CH2:29]5)[N:26]=[CH:27][C:8]=4[C:7](=[O:34])[NH:6][C:15]=3[CH:14]=2)=[C:21]([CH3:22])[CH:20]=[CH:19][N:18]=1. Procedure: 5-(2,4-dimethoxybenzyl)-1-(tetrahydro-2H-pyran-4-yl)-7-(4,4,5,5-tetramethyl-1,3,2-dioxaborolan-2-yl)-1H-pyrazolo[4,3-c]quinolin-4(5H)-one (100 mg) obtained in Preparation Example 1(5) was dissolved in 1,4-dioxane (4 mL). 3-bromo-2-methoxy-4-methylpyridine obtained in Preparation Example 37 (2) (55.6 mg), Pd(PPh3)4 (10.6 mg), cesium carbonate (179 mg) and water (1 mL) were added to the solution, and the mixture was reacted using a microwave reactor at 130° C. for three hours. The reaction mixture...